Dataset: the Open Reaction Database (ORD), a public repository of structured organic reaction records. Task: describe an organic reaction: reactants, conditions, products, and yield Reactants: BrC=1C=C(C=CC1)C1(CCN(CC1)C(=O)OC(C)(C)C)COCC=1C=C(C=C(C1)C(F)(F)F)C1=CC=C(C=C1)C#N (tert-Butyl 4-(3-bromophenyl)-4-(((4′-cyano-5-(trifluoromethyl)biphenyl-3-yl)methoxy)methyl)piperidine-1-carboxylate), palladium tetrakis triphenylphosphine, CN(C=O)C (dimethylformamide). Reagents/catalysts: [C-]#N.[Zn+2].[C-]#N (zinc cyanide). Reaction conditions: temperature 120 celsius, time 8 hour. Product: C(#N)C1=CC=C(C=C1)C1=CC(=CC(=C1)C(F)(F)F)COCC1(CCN(CC1)C(=O)OC(C)(C)C)C1=CC(=CC=C1)C#N (tert-Butyl 4-(((4′-cyano-5-(trifluoromethyl)biphenyl-3-yl)methoxy)methyl)-4-(3-cyanophenyl)piperidine-1-carboxylate). Isolated yield 61.0%. RXN SMILES: Br[C:2]1[CH:3]=[C:4]([C:8]2([CH2:21][O:22][CH2:23][C:24]3[CH:25]=[C:26]([C:34]4[CH:39]=[CH:38][C:37]([C:40]#[N:41])=[CH:36][CH:35]=4)[CH:27]=[C:28]([C:30]([F:33])([F:32])[F:31])[CH:29]=3)[CH2:13][CH2:12][N:11]([C:14]([O:16][C:17]([CH3:20])([CH3:19])[CH3:18])=[O:15])[CH2:10][CH2:9]2)[CH:5]=[CH:6][CH:7]=1.[CH3:42][N:43](C)C=O>[C-]#N.[Zn+2].[C-]#N>[C:40]([C:37]1[CH:38]=[CH:39][C:34]([C:26]2[CH:27]=[C:28]([C:30]([F:33])([F:32])[F:31])[CH:29]=[C:24]([CH2:23][O:22][CH2:21][C:8]3([C:4]4[CH:5]=[CH:6][CH:7]=[C:2]([C:42]#[N:43])[CH:3]=4)[CH2:13][CH2:12][N:11]([C:14]([O:16][C:17]([CH3:20])([CH3:19])[CH3:18])=[O:15])[CH2:10][CH2:9]3)[CH:25]=2)=[CH:35][CH:36]=1)#[N:41] |f:2.3.4|. Reported procedure: A mixture of tert-Butyl 4-(3-bromophenyl)-4-(((4′-cyano-5-(trifluoromethyl)biphenyl-3-yl)methoxy)methyl)piperidine-1-carboxylate (150 mg, 0.238 mmol), zinc cyanide (33.6 mg, 0.286 mmol), palladium tetrakis triphenylphosphine (27.5 mg, 0.024 mmol), and dimethylformamide (1 mL) was charged to a conical vial and purged with nitrogen for 5 minutes. The vial was sealed and heated at 120° C. for 2 hours and then held at room temperature overnight. The resulting mixture was filtered through a syringe t... The reactants are CN1C(=NC=C1C1=CC(=C(C=C1)NC=1N=CC2=CC=C(C=C2C1)C=1C=NN(C1)C1CCN(CC1)C(=O)OC(C)(C)C)OC)C (tert-butyl 4-(4-(3-((4-(1,2-dimethyl-1H-imidazol-5-yl)-2-methoxyphenyl)-amino)isoquinolin-6-yl)-1H-pyrazol-1-yl)piperidine-1-carboxylate), C(=O)(C(F)(F)F)O (TFA). Solvent: C(Cl)Cl (DCM). Run at time 4 hour. The product is CN1C(=NC=C1C1=CC(=C(C=C1)NC=1N=CC2=CC=C(C=C2C1)C=1C=NN(C1)C1CCNCC1)OC)C (N-(4-(1,2-dimethyl-1H-imidazol-5-yl)-2-methoxyphenyl)-6-(1-(piperidin-4-yl)-1H-pyrazol-4-yl)isoquinolin-3-amine). Yield: 85.5%. RXN SMILES: [CH3:1][N:2]1[C:6]([C:7]2[CH:12]=[CH:11][C:10]([NH:13][C:14]3[N:15]=[CH:16][C:17]4[C:22]([CH:23]=3)=[CH:21][C:20]([C:24]3[CH:25]=[N:26][N:27]([CH:29]5[CH2:34][CH2:33][N:32](C(OC(C)(C)C)=O)[CH2:31][CH2:30]5)[CH:28]=3)=[CH:19][CH:18]=4)=[C:9]([O:42][CH3:43])[CH:8]=2)=[CH:5][N:4]=[C:3]1[CH3:44].C(O)(C(F)(F)F)=O>C(Cl)Cl>[CH3:1][N:2]1[C:6]([C:7]2[CH:12]=[CH:11][C:10]([NH:13][C:14]3[N:15]=[CH:16][C:17]4[C:22]([CH:23]=3)=[CH:21][C:20]([C:24]3[CH:25]=[N:26][N:27]([CH:29]5[CH2:34][CH2:33][NH:32][CH2:31][CH2:30]5)[CH:28]=3)=[CH:19][CH:18]=4)=[C:9]([O:42][CH3:43])[CH:8]=2)=[CH:5][N:4]=[C:3]1[CH3:44]. Reported procedure: To a solution of tert-butyl 4-(4-(3-((4-(1,2-dimethyl-1H-imidazol-5-yl)-2-methoxyphenyl)-amino)isoquinolin-6-yl)-1H-pyrazol-1-yl)piperidine-1-carboxylate (Example 4, 27 mg, 0.045 mmol) in DCM (6 mL) at 0° C. was added TFA (0.6 mL) and the reaction was stirred at room temperature for 4 hours. The solvents were removed in vacuo and the residue was purified by SCX-2 column eluting with 2M NH3/MeOH to afford the title compound as a yellow oil (19 mg, 85%). Reactants: NC1=C(C=CC(=C1)Cl)S (2-amino-4-chloro-benzenethiol), Br.BrCC1=NC=CC=C1 (2-bromomethyl-pyridine hydrobromide), O1C(=CC2=C1C=CC=C2)S(=O)(=O)Cl (benzofuran-2-sulfonyl chloride). The product is ClC=1C=CC(=C(C1)NS(=O)(=O)C=1OC2=C(C1)C=CC=C2)SCC2=NC=CC=C2 (N-{5-chloro-2-[(pyridin-2-ylmethyl)thio]phenyl}-1-benzofuran-2-sulfonamide). RXN SMILES: [NH2:1][C:2]1[CH:7]=[C:6]([Cl:8])[CH:5]=[CH:4][C:3]=1[SH:9].Br.Br[CH2:12][C:13]1[CH:18]=[CH:17][CH:16]=[CH:15][N:14]=1.[O:19]1[C:23]2[CH:24]=[CH:25][CH:26]=[CH:27][C:22]=2[CH:21]=[C:20]1[S:28](Cl)(=[O:30])=[O:29]>>[Cl:8][C:6]1[CH:5]=[CH:4][C:3]([S:9][CH2:12][C:13]2[CH:18]=[CH:17][CH:16]=[CH:15][N:14]=2)=[C:2]([NH:1][S:28]([C:20]2[O:19][C:23]3[CH:24]=[CH:25][CH:26]=[CH:27][C:22]=3[CH:21]=2)(=[O:29])=[O:30])[CH:7]=1 |f:1.2|. Procedure: Following General Procedure A and B, the title compound was prepared from 2-amino-4-chloro-benzenethiol, 2-bromomethyl-pyridine hydrobromide, and benzofuran-2-sulfonyl chloride. The reactants are FC1=CC=C(C=C1)C1CC(C2=CC(=CC=C12)O)=O (3-(4-Fluorophenyl)-2,3-dihydro-6-hydroxyinden-1-one), OC1=CC=C2C(CC(C2=C1)=O)C1=CC=CC=C1 (2,3-dihydro-6-hydroxy-3-phenylinden-1-one). Conditions: time 2 hour. Yields the product C(C)(=O)OC=1C=C2C(CC(C2=CC1)C1=CC=C(C=C1)F)=O (1-(4-Fluorophenyl)-2,3-dihydro-3-oxo-1H-inden-5-yl acetate). Yield: 99.0%. Reaction SMILES: [F:1][C:2]1[CH:7]=[CH:6][C:5]([CH:8]2[C:16]3[C:11](=[CH:12][C:13]([OH:17])=[CH:14][CH:15]=3)[C:10](=[O:18])[CH2:9]2)=[CH:4][CH:3]=1.[OH:19][C:20]1C=C2C(C(C3C=CC=CC=3)CC2=O)=C[CH:21]=1>>[C:20]([O:17][C:13]1[CH:12]=[C:11]2[C:16](=[CH:15][CH:14]=1)[CH:8]([C:5]1[CH:4]=[CH:3][C:2]([F:1])=[CH:7][CH:6]=1)[CH2:9][C:10]2=[O:18])(=[O:19])[CH3:21]. Procedure details: The procedure of Step 3 of Example 1 was repeated except for using 3-(4-fluorophenyl)-2,3-dihydro-6-hydroxyinden-1-one obtained in Step 2 as a starting material instead of 2,3-dihydro-6-hydroxy-3-phenylinden-1-one and being stirred for 2 h to obtain the title compound (99%).